Dataset: the Open Reaction Database (ORD), a public repository of structured organic reaction records. Task: describe an organic reaction: reactants, conditions, products, and yield The reactants are BrB(Br)Br, CO, ClCCl, COc1c2n(c3c(CO)nn(Cc4ccc(F)cc4)c(=O)c13)CCN(C)C2=O. Product: CN1CCn2c(c(O)c3c(=O)n(Cc4ccc(F)cc4)nc(CO)c32)C1=O. RXN SMILES: [B:29]([Br:30])([Br:31])[Br:32].[CH3:33][OH:34].[Cl:35][CH2:36][Cl:37].[F:1][c:2]1[cH:3][cH:4][c:5]([CH2:6][n:7]2[n:8][c:9]([CH2:25][OH:26])[c:10]3[c:11]([c:12]2=[O:13])[c:14]([O:23][CH3:24])[c:15]2[n:16]3[CH2:17][CH2:18][N:19]([CH3:22])[C:20]2=[O:21])[cH:27][cH:28]1>>[F:1][c:2]1[cH:3][cH:4][c:5]([CH2:6][n:7]2[n:8][c:9]([CH2:25][OH:26])[c:10]3[c:11]([c:12]2=[O:13])[c:14]([OH:23])[c:15]2[n:16]3[CH2:17][CH2:18][N:19]([CH3:22])[C:20]2=[O:21])[cH:27][cH:28]1. The reactants are Cn1c(-c2cccc(C(F)(F)F)c2)nc(Cl)c1C(=O)N1CCC(N2CCCC2COC(=O)c2ccccc2)CC1, Cn1c(-c2cccc(C(F)(F)F)c2)nc(Cl)c1C(=O)O, O=C(OCC1CCCN1C1CCNCC1)c1ccccc1. Yields the product Cn1c(-c2cccc(C(F)(F)F)c2)nc(Cl)c1C(=O)N1CCC(N2CCCC2CO)CC1. RXN SMILES: [Cl:1][c:2]1[c:3]([C:18](=[O:19])[N:20]2[CH2:21][CH2:22][CH:23]([N:26]3[CH:27]([CH2:31][O:32][C:33](=[O:34])[c:35]4[cH:36][cH:37][cH:38][cH:39][cH:40]4)[CH2:28][CH2:29][CH2:30]3)[CH2:24][CH2:25]2)[n:4]([CH3:17])[c:5](-[c:7]2[cH:8][c:9]([C:13]([F:14])([F:15])[F:16])[cH:10][cH:11][cH:12]2)[n:6]1.[Cl:41][c:42]1[n:43][c:44](-[c:45]2[cH:46][cH:47][cH:48][c:49]([C:50]([F:51])([F:52])[F:53])[cH:54]2)[n:55]([CH3:56])[c:57]1[C:58]([OH:59])=[O:60].[NH:61]1[CH2:62][CH2:63][CH:64]([N:65]2[CH2:66][CH2:67][CH2:68][CH:69]2[CH2:70][O:71][C:72](=[O:73])[c:74]2[cH:75][cH:76][cH:77][cH:78][cH:79]2)[CH2:80][CH2:81]1>>[Cl:1][c:2]1[c:3]([C:18](=[O:19])[N:20]2[CH2:21][CH2:22][CH:23]([N:26]3[CH:27]([CH2:31][OH:32])[CH2:28][CH2:29][CH2:30]3)[CH2:24][CH2:25]2)[n:4]([CH3:17])[c:5](-[c:7]2[cH:8][c:9]([C:13]([F:14])([F:15])[F:16])[cH:10][cH:11][cH:12]2)[n:6]1.